This data is from the Open Reaction Database (ORD), a public repository of structured organic reaction records. The task is: describe an organic reaction: reactants, conditions, products, and yield Starting materials: NC1(CS(C1)(=O)=O)CC(=O)OCC (ethyl 2-(3-amino-1,1-dioxo-thietan-3-yl)acetate), CO (methanol), CN (methylamine). Conditions: temperature 45 celsius, time 8 hour. The product is NC1(CS(C1)(=O)=O)CC(=O)NC (2-(3-amino-1,1-dioxo-thietan-3-yl)-N-methyl-acetamide). The yield is 99.0%. RXN SMILES: [NH2:1][C:2]1([CH2:8][C:9]([O:11]CC)=O)[CH2:5][S:4](=[O:7])(=[O:6])[CH2:3]1.CO.[CH3:16][NH2:17]>>[NH2:1][C:2]1([CH2:8][C:9]([NH:17][CH3:16])=[O:11])[CH2:5][S:4](=[O:7])(=[O:6])[CH2:3]1. Procedure: ethyl 2-(3-amino-1,1-dioxo-thietan-3-yl)acetate (example 160c, 548 mg, 2.64 mmole) was dissolved in a solution 2.0M of methylamine in methanol (19.8 mL, 39.7 mmole) and the reaction mixture was stirred at 45° C. overnight. Removal of volatiles in vacuo yielded the title compound (505 mg, 99%) as crude light brown oil which was used without any further purification; MS (ESI, m/z): 193.1 (M+H+). Reactants: CN(C)CCCN, ClC(Cl)Cl, O=S(=O)(Cl)CCCC(F)(C(F)(F)F)C(F)(F)F. Product: CN(C)CCCNS(=O)(=O)CCCC(F)(C(F)(F)F)C(F)(F)F. Reaction SMILES: [CH3:18][N:19]([CH2:20][CH2:21][CH2:22][NH2:23])[CH3:24].[CH:25]([Cl:26])([Cl:27])[Cl:28].[F:1][C:2]([CH2:3][CH2:4][CH2:5][S:6](=[O:7])(=[O:8])[Cl:9])([C:10]([F:11])([F:12])[F:13])[C:14]([F:15])([F:16])[F:17]>>[F:1][C:2]([CH2:3][CH2:4][CH2:5][S:6](=[O:7])(=[O:8])[NH:23][CH2:22][CH2:21][CH2:20][N:19]([CH3:18])[CH3:24])([C:10]([F:11])([F:12])[F:13])[C:14]([F:15])([F:16])[F:17]. The reactants are Cc1cnc(N2CCN(C(=O)c3ccc(Br)cc3C#N)CC2)c(C)c1, CC1COC(=O)N1. The product is Cc1cnc(N2CCN(C(=O)c3ccc(N4C(=O)OCC4C)cc3C#N)CC2)c(C)c1. Reaction SMILES: [Br:1][c:2]1[cH:3][cH:4][c:5]([C:10](=[O:11])[N:12]2[CH2:13][CH2:14][N:15]([c:18]3[n:19][cH:20][c:21]([CH3:25])[cH:22][c:23]3[CH3:24])[CH2:16][CH2:17]2)[c:6]([C:7]#[N:8])[cH:9]1.[CH3:26][CH:27]1[NH:28][C:29](=[O:32])[O:30][CH2:31]1>>[c:2]1([N:28]2[CH:27]([CH3:26])[CH2:31][O:30][C:29]2=[O:32])[cH:3][cH:4][c:5]([C:10](=[O:11])[N:12]2[CH2:13][CH2:14][N:15]([c:18]3[n:19][cH:20][c:21]([CH3:25])[cH:22][c:23]3[CH3:24])[CH2:16][CH2:17]2)[c:6]([C:7]#[N:8])[cH:9]1. Starting materials: IC=1C=C(C=CC1)[N+](=O)[O-] (3-iodonitrobenzene), C[Si](C)(C)C#C (Trimethylsilylacetylene). Reagents/catalysts: Cl[Pd]([P](C1=CC=CC=C1)(C2=CC=CC=C2)C3=CC=CC=C3)([P](C4=CC=CC=C4)(C5=CC=CC=C5)C6=CC=CC=C6)Cl (bis(triphenylphosphine)palladium(II) chloride), [Cu]I (copper(I) iodide). Run in CCN(CC)CC (Et3N). Run at time 12 hour. Product: C[Si](C#CC1=CC(=CC=C1)[N+](=O)[O-])(C)C (trimethyl((3-nitrophenyl)ethynyl)silane). Yield: 94.0%. RXN SMILES: I[C:2]1[CH:3]=[C:4]([N+:8]([O-:10])=[O:9])[CH:5]=[CH:6][CH:7]=1.[CH3:11][Si:12]([C:15]#[CH:16])([CH3:14])[CH3:13]>CCN(CC)CC.Cl[Pd](Cl)([P](C1C=CC=CC=1)(C1C=CC=CC=1)C1C=CC=CC=1)[P](C1C=CC=CC=1)(C1C=CC=CC=1)C1C=CC=CC=1.[Cu]I>[CH3:11][Si:12]([CH3:14])([CH3:13])[C:15]#[C:16][C:2]1[CH:7]=[CH:6][CH:5]=[C:4]([N+:8]([O-:10])=[O:9])[CH:3]=1 |^1:26,45|. Procedure details: A mixture of 3-iodonitrobenzene (2.0 g, 8.0 mmol), bis(triphenylphosphine)palladium(II) chloride (0.30 g, 0.40 mmol) and copper(I) iodide (0.080 g, 0.40 mmol) in 25 mL of Et3N was degassed by freeze/pump/thaw technique (three times). Trimethylsilylacetylene (1.0 g, 10 mmol) was added and the mixture was stirred for 12 hours. The reaction mixture was filtered through a celite pad and the pad was rinsed with CH2Cl2. The filtrate was washed with sat. NH4Cl (aq.) and brine and the organic layer was ... Starting materials: ClC=1C=CC2=C(C(=C(N(S2(=O)=O)C)C(=O)OC)O)C1 (methyl 6-chloro-4-hydroxy-2-methyl-2H-1,2-benzothiazine-3-carboxylate-1,1-dioxide), NC=1SC(=CN1)C (2-amino-5-methyl-thiazole). The solvent is C=1(C(=CC=CC1)C)C (xylene). The product is ClC=1C=CC2=C(C(=C(N(S2(=O)=O)C)C(=O)NC=2SC(=CN2)C)O)C1 (6-chloro-4-hydroxy-2-methyl-N-(5-methyl-2-thiazolyl)-2H-1,2-benzothiazine-3-carboxamide-1,1-dioxide). Isolated yield 77.0%. RXN SMILES: [Cl:1][C:2]1[CH:3]=[CH:4][C:5]2[S:10](=[O:12])(=[O:11])[N:9]([CH3:13])[C:8]([C:14]([O:16]C)=O)=[C:7]([OH:18])[C:6]=2[CH:19]=1.[NH2:20][C:21]1[S:22][C:23]([CH3:26])=[CH:24][N:25]=1>C1(C)C(C)=CC=CC=1>[Cl:1][C:2]1[CH:3]=[CH:4][C:5]2[S:10](=[O:11])(=[O:12])[N:9]([CH3:13])[C:8]([C:14]([NH:20][C:21]3[S:22][C:23]([CH3:26])=[CH:24][N:25]=3)=[O:16])=[C:7]([OH:18])[C:6]=2[CH:19]=1. Procedure details: 5.0 gm (16.5 millimols) of methyl 6-chloro-4-hydroxy-2-methyl-2H-1,2-benzothiazine-3-carboxylate-1,1-dioxide and 2.1 gm (18.5 millimols) of 2-amino-5-methyl-thiazole were refluxed in 300 ml of anhydrous xylene for 24 hours in a Soxhlet-apparatus equipped with a 4-A-molecular sieve. After cooling, the crude product which had crystallized out was filtered off and recrystallized from dioxane. 4.9 gm (77% of theory) of 6-chloro-4-hydroxy-2-methyl-N-(5-methyl-2-thiazolyl)-2H-1,2-benzothiazine-3-carbo... Reactants: NC(C1=CC=C(OCCCN2CCN(CC2)CCCOC2=CC=C(C(=N)N)C=C2)C=C1)=N (4-{3-[4-(3-{4-[amino(imino)methyl]phenoxy}propyl)-1-piperazinyl]propoxy}benzamidine), C(C)O.Cl (hydrogen chloride ethanol), O (water). The solvent is C(C)O (ethanol). Yields the product Cl.NC(C1=CC=C(OCCCN2CCN(CC2)CCCOC2=CC=C(C(=N)N)C=C2)C=C1)=N (4-{3-[4-(3-{4-[amino(imino)methyl]phenoxy}propyl)-1-piperazinyl]propoxy}benzamidine hydrochloride). Reaction SMILES: [NH2:1][C:2](=[NH:32])[C:3]1[CH:31]=[CH:30][C:6]([O:7][CH2:8][CH2:9][CH2:10][N:11]2[CH2:16][CH2:15][N:14]([CH2:17][CH2:18][CH2:19][O:20][C:21]3[CH:29]=[CH:28][C:24]([C:25]([NH2:27])=[NH:26])=[CH:23][CH:22]=3)[CH2:13][CH2:12]2)=[CH:5][CH:4]=1.C(O)C.[ClH:36].O>C(O)C>[ClH:36].[NH2:27][C:25](=[NH:26])[C:24]1[CH:28]=[CH:29][C:21]([O:20][CH2:19][CH2:18][CH2:17][N:14]2[CH2:15][CH2:16][N:11]([CH2:10][CH2:9][CH2:8][O:7][C:6]3[CH:5]=[CH:4][C:3]([C:2]([NH2:32])=[NH:1])=[CH:31][CH:30]=3)[CH2:12][CH2:13]2)=[CH:22][CH:23]=1 |f:1.2,5.6|. Procedure details: 0.25 g of 4-{3-[4-(3-{4-[amino(imino)methyl]phenoxy}propyl)-1-piperazinyl]propoxy}benzamidine was suspended in 5.0 ml of ethanol. 1.5 ml of a 2.0 mol/L hydrogen chloride ethanol solution was added to the suspension. Thereafter, 3.0 ml of water was added for dissolution. The solvent was then removed under a reduced pressure. Thereafter, the residue was filtrated with ethanol to obtain 0.25 g of 4-{3-[4-(3-{4-[amino(imino)methyl]phenoxy}propyl)-1-piperazinyl]propoxy}benzamidine hydrochloride.